This data is from the Open Reaction Database (ORD), a public repository of structured organic reaction records. The task is: describe an organic reaction: reactants, conditions, products, and yield Starting materials: C(C)N(C(C)C)C(C)C (N-ethyldiisopropylamine), BrCCCC (1-bromobutane), NCC1=NC(=NO1)C=1N=CN2C1CN(C(C1=C2SC=C1)=O)C (7-(5-aminomethyl-1,2,4-oxadiazol-3-yl)-5-methyl-5,6-dihydro-4H-imidazo[1,5-a]thieno[3,2-f][1,4]diazepin-4-one). Solvent: CN(C=O)C (dimethylformamide). Reaction conditions: time 1 hour. Product: C(CCC)NCC1=NC(=NO1)C=1N=CN2C1CN(C(C1=C2SC=C1)=O)C (7-(5-butylaminomethyl-1,2,4-oxadiazol-3-yl)-5-methyl-5,6-dihydro-4H-imidazo[1,5-a]thieno[3,2-f][1,4]diazepin-4-one). The yield is 24.6%. RXN SMILES: C(N(C(C)C)C(C)C)C.Br[CH2:11][CH2:12][CH2:13][CH3:14].[NH2:15][CH2:16][C:17]1[O:21][N:20]=[C:19]([C:22]2[N:23]=[CH:24][N:25]3[C:31]4[S:32][CH:33]=[CH:34][C:30]=4[C:29](=[O:35])[N:28]([CH3:36])[CH2:27][C:26]=23)[N:18]=1>CN(C)C=O>[CH2:11]([NH:15][CH2:16][C:17]1[O:21][N:20]=[C:19]([C:22]2[N:23]=[CH:24][N:25]3[C:31]4[S:32][CH:33]=[CH:34][C:30]=4[C:29](=[O:35])[N:28]([CH3:36])[CH2:27][C:26]=23)[N:18]=1)[CH2:12][CH2:13][CH3:14]. Reported procedure: 1.85 ml (10.9 mmol) of N-ethyldiisopropylamine and 0.7 ml (6.3 mmol) of 1-bromobutane were added to a solution of 1.0 g (3.16 mmol) of 7-(5-aminomethyl-1,2,4-oxadiazol-3-yl)-5-methyl-5,6-dihydro-4H-imidazo[1,5-a]thieno[3,2-f][1,4]diazepin-4-one in 30 ml of dimethylformamide and the mixture was stirred at 70° for 1 hour. The reaction solution was subsequently evaporated, whereupon the residue was partitioned between methylene chloride and 2N sodium carbonate solution. The aqueous phase was washed... Starting materials: O=C([O-])[O-], SCc1ccccc1, CCC(C)=O, N#Cc1ccc(F)cc1, [K+], [K+]. The product is N#Cc1ccc(SCc2ccccc2)cc1. Reaction SMILES: [C:18](=[O:19])([O-:20])[O-:21].[CH2:1]([c:2]1[cH:3][cH:4][cH:5][cH:6][cH:7]1)[SH:8].[CH3:24][CH2:25][C:26](=[O:27])[CH3:28].[F:9][c:10]1[cH:11][cH:12][c:13]([C:14]#[N:15])[cH:16][cH:17]1.[K+:22].[K+:23]>>[CH2:1]([c:2]1[cH:3][cH:4][cH:5][cH:6][cH:7]1)[S:8][c:10]1[cH:11][cH:12][c:13]([C:14]#[N:15])[cH:16][cH:17]1. Reactants: CCC1CC2C3CCC4=CC(=O)CCC4C3CCC2(C)C1OC(=O)CBr, CCOC(C)=O, CCC(C)C(=O)O, CC(C)=O, O. Yields the product CCC(C)C(=O)OCC(=O)OC1C(CC)CC2C3CCC4=CC(=O)CCC4C3CCC21C. RXN SMILES: [CH2:1]([CH3:2])[CH:3]1[CH:4]([O:22][C:23]([CH2:24][Br:25])=[O:26])[C:5]2([CH3:6])[CH:7]([CH2:8]1)[CH:9]1[CH2:10][CH2:11][C:12]3=[CH:13][C:14](=[O:21])[CH2:15][CH2:16][CH:17]3[CH:18]1[CH2:19][CH2:20]2.[CH3:27][CH2:28][O:29][C:30](=[O:31])[CH3:32].[CH3:33][CH2:34][CH:35]([CH3:36])[C:37]([OH:38])=[O:39].[CH3:40][C:41](=[O:42])[CH3:43].[OH2:44]>>[CH2:1]([CH3:2])[CH:3]1[CH:4]([O:22][C:23]([CH2:24][O:39][C:37]([CH:35]([CH2:34][CH3:33])[CH3:36])=[O:38])=[O:26])[C:5]2([CH3:6])[CH:7]([CH2:8]1)[CH:9]1[CH2:10][CH2:11][C:12]3=[CH:13][C:14](=[O:21])[CH2:15][CH2:16][CH:17]3[CH:18]1[CH2:19][CH2:20]2. Starting materials: O1C(OCC1)C=1C=C(C(=O)OC)C=CC1 (methyl 3-(1,3-dioxolan-2-yl)benzoate), CNCCO (N-methylethanolamine), C(C)NCCO (N-ethylethanolamine). Product: C(=O)C=1C=C(C(=O)N(C)CCO)C=CC1 (3-Formyl-N-(2-hydroxyethyl)-N-methylbenzamide). Reaction SMILES: O1CC[O:3][CH:2]1[C:6]1[CH:7]=[C:8]([CH:13]=[CH:14][CH:15]=1)[C:9]([O:11]C)=O.[CH3:16][NH:17][CH2:18][CH2:19][OH:20].C(NCCO)C>>[CH:9]([C:8]1[CH:7]=[C:6]([CH:15]=[CH:14][CH:13]=1)[C:2]([N:17]([CH2:18][CH2:19][OH:20])[CH3:16])=[O:3])=[O:11]. Procedure details: The title compound was prepared as described in Example 2 Step 2 with methyl 3-(1,3-dioxolan-2-yl)benzoate and N-methylethanolamine replacing methyl 4-(1,3-dioxolan-2-yl)benzoate and N-ethylethanolamine respectively. Reported procedure: 2,6 -Dichloro-4-methoxycarbonylaniline (melting point: 72°-74°C) was prepared by introducing two chlorine atoms into the anilino nucleus using the method of Cohen; J. CHEM. SOC.; Vol. 81, Page 1336 (1902). The aniline was converted to 2,6 -dichloro-4-methoxycarbonylphenylhydrazine in a sodium nitritestannous chloride system using the method of D. S. Tarbell et al; JOURNAL OF THE AMERICAN CHEMICAL SOCIETY; Vol. 70, Page 1384 (1948). The melting point of the product was 130°-135°C. The product is ClC1=C(N)C(=CC(=C1)C(=O)OC)Cl (2,6 -Dichloro-4-methoxycarbonylaniline). Reaction SMILES: ClC1C=C(Cl)C=CC=1NC(OCC)=CC([O-])=O.[Cl:18][C:19]1[CH:24]=[C:23]([C:25]([O:27][CH3:28])=[O:26])[CH:22]=[C:21]([Cl:29])[C:20]=1[NH:30]N.[Na]>>[Cl:18][C:19]1[CH:24]=[C:23]([C:25]([O:27][CH3:28])=[O:26])[CH:22]=[C:21]([Cl:29])[C:20]=1[NH2:30] |^1:31|. Starting materials: anilino, [Na] (sodium), ClC1=C(NC(=CC(=O)[O-])OCC)C=CC(=C1)Cl (3-(2,4 -dichloroanilino)-3-ethoxyacrylate), ClC1=C(C(=CC(=C1)C(=O)OC)Cl)NN (2,6 -dichloro-4-methoxycarbonylphenylhydrazine). The reactants are BrC1=CC=C(C=C1)N1C(=C(C=C1C1=CC=C(C=C1)S(=O)(=O)C)C)C (1-(4-bromophenyl)-2,3-dimethyl-5-[4-(methylsulfonyl)phenyl]-1H-pyrrole), O1C=C(C=C1)B(O)O (3-furanboronic acid). Yields the product CC=1N(C(=CC1C)C1=CC=C(C=C1)S(=O)(=O)C)C1=CC=C(C=C1)C1=COC=C1 (2,3-Dimethyl-1-[4-(3-furyl)phenyl]-5-[4-(methylsulfonyl)phenyl]-1H-pyrrole). RXN SMILES: Br[C:2]1[CH:7]=[CH:6][C:5]([N:8]2[C:12]([C:13]3[CH:18]=[CH:17][C:16]([S:19]([CH3:22])(=[O:21])=[O:20])=[CH:15][CH:14]=3)=[CH:11][C:10]([CH3:23])=[C:9]2[CH3:24])=[CH:4][CH:3]=1.[O:25]1[CH:29]=[CH:28][C:27](B(O)O)=[CH:26]1>>[CH3:24][C:9]1[N:8]([C:5]2[CH:6]=[CH:7][C:2]([C:27]3[CH:28]=[CH:29][O:25][CH:26]=3)=[CH:3][CH:4]=2)[C:12]([C:13]2[CH:18]=[CH:17][C:16]([S:19]([CH3:22])(=[O:21])=[O:20])=[CH:15][CH:14]=2)=[CH:11][C:10]=1[CH3:23]. Reported procedure: The title compound was prepared according to the procedure of Example 35 using 1-(4-bromophenyl)-2,3-dimethyl-5-[4-(methylsulfonyl)phenyl]-1H-pyrrole instead of 1-(4-bromophenyl)-2-[3-fluoro-4-(methylsulfonyl)phenyl]-5-methyl-1H-pyrrole and 3-furanboronic acid instead of 2-furanboronic acid in step 4.